This data is from the Open Reaction Database (ORD), a public repository of structured organic reaction records. The task is: describe an organic reaction: reactants, conditions, products, and yield Starting materials: Nc1ncccc1Br, CCN(C(C)C)C(C)C, O=C(C=Cc1ccccc1)C=Cc1ccccc1, C1COCCO1, O=C(C=Cc1ccccc1)C=Cc1ccccc1, O=C(C=Cc1ccccc1)C=Cc1ccccc1, [Pd], [Pd], Sc1ccccc1, CC1(C)c2cccc(P(c3ccccc3)c3ccccc3)c2Oc2c(P(c3ccccc3)c3ccccc3)cccc21. Product: Nc1ncccc1Sc1ccccc1. RXN SMILES: [Br:1][c:2]1[c:3]([NH2:8])[n:4][cH:5][cH:6][cH:7]1.[CH2:51]([N:52]([CH:53]([CH3:54])[CH3:55])[CH:56]([CH3:57])[CH3:58])[CH3:59].[O:105]=[C:106]([CH:107]=[CH:108][c:109]1[cH:110][cH:111][cH:112][cH:113][cH:114]1)[CH:115]=[CH:116][c:117]1[cH:118][cH:119][cH:120][cH:121][cH:122]1.[O:123]1[CH2:124][CH2:125][O:126][CH2:127][CH2:128]1.[O:69]=[C:70]([CH:71]=[CH:72][c:73]1[cH:74][cH:75][cH:76][cH:77][cH:78]1)[CH:79]=[CH:80][c:81]1[cH:82][cH:83][cH:84][cH:85][cH:86]1.[O:87]=[C:88]([CH:89]=[CH:90][c:91]1[cH:92][cH:93][cH:94][cH:95][cH:96]1)[CH:97]=[CH:98][c:99]1[cH:100][cH:101][cH:102][cH:103][cH:104]1.[Pd:67].[Pd:68].[SH:60][c:61]1[cH:62][cH:63][cH:64][cH:65][cH:66]1.[c:9]1([P:10]([c:11]2[cH:12][cH:13][cH:14][cH:15][cH:16]2)[c:17]2[c:18]3[c:42]([cH:43][cH:44][cH:45]2)[C:39]([CH3:40])([CH3:41])[c:21]2[c:20]([c:25]([P:26]([c:27]4[cH:28][cH:29][cH:30][cH:31][cH:32]4)[c:33]4[cH:34][cH:35][cH:36][cH:37][cH:38]4)[cH:24][cH:23][cH:22]2)[O:19]3)[cH:46][cH:47][cH:48][cH:49][cH:50]1>>[c:2]1([S:60][c:61]2[cH:62][cH:63][cH:64][cH:65][cH:66]2)[c:3]([NH2:8])[n:4][cH:5][cH:6][cH:7]1. Reactants: C(#N)CCC(C(=O)OCC)C1=CC=CC=C1 (ethyl 4-cyano-2-phenylbutanoate), stainless steel. Reagents/catalysts: [Ni] (nickel). The solvent is N.CO (ammonia methanol). Run at time 16 hour. The product is C1(=CC=CC=C1)C1C(NCCC1)=O (3-phenylpiperidin-2-one). RXN SMILES: [C:1]([CH2:3][CH2:4][CH:5]([C:11]1[CH:16]=[CH:15][CH:14]=[CH:13][CH:12]=1)[C:6](OCC)=[O:7])#[N:2]>N.CO.[Ni]>[C:11]1([CH:5]2[CH2:4][CH2:3][CH2:1][NH:2][C:6]2=[O:7])[CH:16]=[CH:15][CH:14]=[CH:13][CH:12]=1 |f:1.2|. Procedure: A solution of the product from Example 91A (2.42 g, 11.14 mmol) in 7 M ammonia/methanol (40 mL) was added to solvent washed Raney®-nickel (24.20 g, 412 mmol) in a 250 mL stainless steel pressure bottle and stirred for 16 hours under hydrogen at 30 pounds per square inch at room temperature. The mixture was filtered through a nylon membrane and concentrated to supply the title compound. 1H NMR (300 MHz, CDCl3) δ ppm 7.39-7.17 (m, 5H), 6.00 (s, 1H), 3.65 (dd, J=6.2, 8.3, 1H), 3.54-3.32 (m, 2H), 2.... The reactants are O=C1CCCn2c1cc1cc(OCc3ccccc3)ccc12, CCOC(=O)CP(=O)(OCC)OCC, [Cl-], [H-], [NH4+], [Na+], CN(C)C=O. RXN SMILES: [CH2:17]([c:18]1[cH:19][cH:20][cH:21][cH:22][cH:23]1)[O:24][c:25]1[cH:26][c:27]2[cH:28][c:29]3[n:30]([c:31]2[cH:32][cH:33]1)[CH2:34][CH2:35][CH2:36][C:37]3=[O:38].[CH2:1]([O:2][P:3]([O:4][CH2:5][CH3:6])(=[O:7])[CH2:9][C:10](=[O:11])[O:12][CH2:13][CH3:14])[CH3:8].[Cl-:39].[H-:15].[NH4+:40].[Na+:16].[O:41]=[CH:42][N:43]([CH3:44])[CH3:45]>>[CH:9]([C:10](=[O:11])[O:12][CH2:13][CH3:14])=[C:37]1[c:29]2[cH:28][c:27]3[cH:26][c:25]([O:24][CH2:17][c:18]4[cH:19][cH:20][cH:21][cH:22][cH:23]4)[cH:33][cH:32][c:31]3[n:30]2[CH2:34][CH2:35][CH2:36]1. Yields the product CCOC(=O)C=C1CCCn2c1cc1cc(OCc3ccccc3)ccc12. Starting materials: FC(C=1C=C(C=CC1)NC(=O)N)(F)F (N-[3-(trifluoromethyl)phenyl]urea), polyphosphoric acid ethyl ester, C(#N)C1=CC=C(C=O)C=C1 (4-cyanobenzaldehyde), N1(CCOCC1)C(CC(C)=O)=O (4-(4-morpholinyl)-4-oxo-2-butanone). Run in C1CCOC1 (THF). Yields the product CC1=C(C(NC(N1C1=CC(=CC=C1)C(F)(F)F)=O)C1=CC=C(C#N)C=C1)C(=O)N1CCOCC1 (4-{6-Methyl-5-(4-morpholinylcarbonyl)-2-oxo-1-[3-(trifluoromethyl)phenyl]-1,2,3,4-tetrahydro-4-pyrimidinyl}benzonitrile). Reaction SMILES: [F:1][C:2]([F:14])([F:13])[C:3]1[CH:4]=[C:5]([NH:9][C:10]([NH2:12])=[O:11])[CH:6]=[CH:7][CH:8]=1.[C:15]([C:17]1[CH:24]=[CH:23][C:20]([CH:21]=O)=[CH:19][CH:18]=1)#[N:16].[N:25]1([C:31](=[O:36])[CH2:32][C:33](=O)[CH3:34])[CH2:30][CH2:29][O:28][CH2:27][CH2:26]1>C1COCC1>[CH3:34][C:33]1[N:9]([C:5]2[CH:6]=[CH:7][CH:8]=[C:3]([C:2]([F:13])([F:14])[F:1])[CH:4]=2)[C:10](=[O:11])[NH:12][CH:21]([C:20]2[CH:23]=[CH:24][C:17]([C:15]#[N:16])=[CH:18][CH:19]=2)[C:32]=1[C:31]([N:25]1[CH2:30][CH2:29][O:28][CH2:27][CH2:26]1)=[O:36]. Procedure: 150 mg (0.73 mmol) N-[3-(trifluoromethyl)phenyl]urea, 96 mg (0.73 mmol) 4-cyanobenzaldehyde, 63 mg (0.37 mmol) 4-(4-morpholinyl)-4-oxo-2-butanone and 220 mg polyphosphoric acid ethyl ester are suspended in 3 ml of THF. The mixture is stirred at reflux for 18 hours. After cooling down to room temperature, the solvent is removed in vacuo and the residue is purified by column chromatography on silica with dichloromethane/methanol as eluent. Reactants: ClC1=CC(=NC=2N1N=NN2)C (7-chloro-5-methyltetrazolo[1,5-a]pyrimidine), [SH-].[Na+] (sodium hydrosulfide), Cl (hydrochloric acid). Run in O (water). Conditions: temperature 60 celsius, time 2.5 hour. Product: SC1=CC(=NC=2N1N=NN2)C (7-mercapto-5-methyltetrazolo[1,5-a]pyrimidine). Isolated yield 93.4%. RXN SMILES: [SH-:1].[Na+].Cl[C:4]1[N:9]2[N:10]=[N:11][N:12]=[C:8]2[N:7]=[C:6]([CH3:13])[CH:5]=1.Cl>O>[SH:1][C:4]1[N:9]2[N:10]=[N:11][N:12]=[C:8]2[N:7]=[C:6]([CH3:13])[CH:5]=1 |f:0.1|. Procedure details: To a solution of 108 g (1.35 mole) of sodium hydrosulfide dissolved in 4 liters of water, 70 g (0.41 mole) of 7-chloro-5-methyltetrazolo[1,5-a]pyrimidine was added and the mixture was heated to 60° C. and stirred for 2.5 hours. The pH of the mixture was adjusted to about 1 with 2N hydrochloric acid under ice-cooling and stirring. The precipitates were collected by filtration and washed with water, isopropanol and then ether, followed by drying, to obtain 64 g of the title compound (Yield: 93%). Reported procedure: In DMF (80 ml) was dissolved 4-bromophenol (10 g). To the mixture was added at room temperature potassium carbonate (16.0 g) and then were added 2-chloroethylethyl ether (8.3 ml) and sodium iodide (9.53 g), and the mixture was stirred at 90° C. for 5 hours. The reaction mixture was added to water, and the mixture was extracted with ethyl acetate, washed with 1N sodium hydroxide and saturated brine and dried with magnesium sulfate. Under reduced pressure, the solvent was evaporated, and the resid... The product is BrC1=CC=C(C=C1)OCCOCC (1-bromo-4-(2-ethoxyethoxy)benzene). Run at temperature 90 celsius, time 5 hour. The reactants are BrC1=CC=C(C=C1)O (4-bromophenol), C([O-])([O-])=O.[K+].[K+] (potassium carbonate), ClCCOCC (2-chloroethylethyl ether), [I-].[Na+] (sodium iodide). The solvent is CN(C)C=O (DMF), O (water). As a reaction SMILES: [Br:1][C:2]1[CH:7]=[CH:6][C:5]([OH:8])=[CH:4][CH:3]=1.C(=O)([O-])[O-].[K+].[K+].Cl[CH2:16][CH2:17][O:18][CH2:19][CH3:20].[I-].[Na+]>CN(C=O)C.O>[Br:1][C:2]1[CH:7]=[CH:6][C:5]([O:8][CH2:16][CH2:17][O:18][CH2:19][CH3:20])=[CH:4][CH:3]=1 |f:1.2.3,5.6|. Reactants: CNOC (N,O-dimethylhydroxylamine), CN1CCOCC1 (N-methylmorpholine), Cl.CN(CCCN=C=NCC)C (1-(3-dimethylaminopropyl)-3-ethylcarbodiimide hydrochloride), N1=CNC2=C1C=CC(=C2)C(=O)O (5-benzimidazolecarboxylic acid). Run in C(Cl)Cl (CH2Cl2). Run at time 24 hour. Yields the product CN(C(=O)C1=CC2=C(N=CN2)C=C1)OC (5-(N-Methyl-N-methoxyaminocarbonyl)benzimidazole). The yield is 43.4%. As a reaction SMILES: [N:1]1[C:5]2[CH:6]=[CH:7][C:8]([C:10]([OH:12])=O)=[CH:9][C:4]=2[NH:3][CH:2]=1.[CH3:13][NH:14][O:15][CH3:16].CN1CCOCC1.Cl.CN(C)CCCN=C=NCC>C(Cl)Cl>[CH3:13][N:14]([O:15][CH3:16])[C:10]([C:8]1[CH:7]=[CH:6][C:5]2[N:1]=[CH:2][NH:3][C:4]=2[CH:9]=1)=[O:12] |f:3.4|. Procedure details: To a suspension of 5-benzimidazolecarboxylic acid (1.62 g, 10 mmol) in CH2Cl2 (30 mL) was added N,O-dimethylhydroxylamine (1.17 g, 12 mmol), N-methylmorpholine (1.65 mL, 15 mmol), and 1-(3-dimethylaminopropyl)-3-ethylcarbodiimide hydrochloride (2.3 g, 12 mmol), respectively at room temperature. After stirring for 24 h, the reaction mixture was filtered to remove solid and rinsed thoroughly with CH2Cl2. The combined filtrate was concentrated under reduced pressure. The crude product was purified ...